From a dataset of the Open Reaction Database (ORD), a public repository of structured organic reaction records. describe an organic reaction: reactants, conditions, products, and yield Starting materials: Cl.ClC(C(=O)N(C)C)C1=C(N=C2SC3=C(N21)C=CC=C3)C3=C(SC(=C3)C)C (α-chloro-N,N-dimethyl-2-(2,5-dimethylthien-3-yl)imidazo[2,1-b]benzothiazole-3-acetamide hydrochloride), C(O)S(=O)[O-].[Na+] (Rongalite). Run in ClCCl (dichloromethane). Conditions: time 24 hour. The product is CN(C(CC1=C(N=C2SC3=C(N21)C=CC=C3)C3=C(SC(=C3)C)C)=O)C (N,N-Dimethyl-2-(2,5-dimethylthien-3-yl)imidazo[2,1-b]-benzothiazole-3-acetamide). Reaction SMILES: Cl.Cl[CH:3]([C:9]1[N:16]2[C:12]([S:13][C:14]3[CH:20]=[CH:19][CH:18]=[CH:17][C:15]=32)=[N:11][C:10]=1[C:21]1[CH:25]=[C:24]([CH3:26])[S:23][C:22]=1[CH3:27])[C:4]([N:6]([CH3:8])[CH3:7])=[O:5].C(S([O-])=O)O.[Na+]>ClCCl>[CH3:8][N:6]([CH3:7])[C:4](=[O:5])[CH2:3][C:9]1[N:16]2[C:12]([S:13][C:14]3[CH:20]=[CH:19][CH:18]=[CH:17][C:15]=32)=[N:11][C:10]=1[C:21]1[CH:25]=[C:24]([CH3:26])[S:23][C:22]=1[CH3:27] |f:0.1,2.3|. Reported procedure: 34 g (0.077 mole) of α-chloro-N,N-dimethyl-2-(2,5-dimethylthien-3-yl)imidazo[2,1-b]benzothiazole-3-acetamide hydrochloride in solution in 500 ml of dichloromethane are treated with 36.9 g (0.24 mole) of Rongalite®, while stirring the mixture at room temperature for 24 h. The organic phase is separated after settling has taken place, the solid residue is washed with dichloromethane, the organic phase is washed with a saturated sodium hydrogen carbonate solution and then with water, it is dried ov... Reactants: CC(=O)[O-], Cc1cc(=O)oc2cc(O)ccc12, CC(=O)O, [Cu+2], [Na+], [Na+], O=[N+]([O-])[O-], O, O=S(=O)([O-])[O-]. Yields the product Cc1cc(=O)oc2c(N=O)c(O)ccc12, [Cu+2]. As a reaction SMILES: [CH3:15][C:16](=[O:17])[O-:18].[CH3:1][c:2]1[cH:3][c:4](=[O:13])[o:5][c:6]2[cH:7][c:8]([OH:12])[cH:9][cH:10][c:11]12.[CH3:31][C:32](=[O:33])[OH:34].[Cu+2:24].[Na+:14].[Na+:25].[O-:26][N+:27](=[O:28])[O-:29].[OH2:30].[S:19]([O-:20])([O-:21])(=[O:22])=[O:23]>>[CH3:1][c:2]1[cH:3][c:4](=[O:13])[o:5][c:6]2[c:7]([N:27]=[O:26])[c:8]([OH:12])[cH:9][cH:10][c:11]12.[Cu+2:24]. Reported procedure: A solution of 3-amino-N-(3-(3,4-dihydroisoquinolin-2(1H)-yl)-2-hydroxypropyl)benzamide (130 mg, 0.4 mmol), 1-(tetrahydro-2H-pyran-4-yl)ethanone (52 mg, 0.4 mmol) and AcOH (0.1 mL) in MeOH (10 mL). The mixture was stirred at 22° C. for 1 h, then NaBH3CN (76 mg, 1.2 mmol) was added. The mixture was stirred at 22° C. for 4 h. The reaction mixture was concentrated and quenched with water. The mixture solution was extracted with DCM, the combined organic layers were concentrated and the residue was p... Product: C1N(CCC2=CC=CC=C12)CC(CNC(C1=CC(=CC=C1)NC(C)C1CCOCC1)=O)O (N-(3-(3,4-dihydroisoquinolin-2(1H)-yl)-2-hydroxypropyl)-3-((1-(tetrahydro-2H-pyran-4-yl)ethyl)amino)benzamide). RXN SMILES: [NH2:1][C:2]1[CH:3]=[C:4]([CH:22]=[CH:23][CH:24]=1)[C:5]([NH:7][CH2:8][CH:9]([OH:21])[CH2:10][N:11]1[CH2:20][CH2:19][C:18]2[C:13](=[CH:14][CH:15]=[CH:16][CH:17]=2)[CH2:12]1)=[O:6].[O:25]1[CH2:30][CH2:29][CH:28]([C:31](=O)[CH3:32])[CH2:27][CH2:26]1.CC(O)=O.[BH3-]C#N.[Na+]>CO>[CH2:12]1[C:13]2[C:18](=[CH:17][CH:16]=[CH:15][CH:14]=2)[CH2:19][CH2:20][N:11]1[CH2:10][CH:9]([OH:21])[CH2:8][NH:7][C:5](=[O:6])[C:4]1[CH:22]=[CH:23][CH:24]=[C:2]([NH:1][CH:31]([CH:28]2[CH2:29][CH2:30][O:25][CH2:26][CH2:27]2)[CH3:32])[CH:3]=1 |f:3.4|. Reactants: NC=1C=C(C(=O)NCC(CN2CC3=CC=CC=C3CC2)O)C=CC1 (3-amino-N-(3-(3,4-dihydroisoquinolin-2(1H)-yl)-2-hydroxypropyl)benzamide), [BH3-]C#N.[Na+] (NaBH3CN), O1CCC(CC1)C(C)=O (1-(tetrahydro-2H-pyran-4-yl)ethanone), CC(=O)O (AcOH). Reaction conditions: temperature 22 celsius, time 1 hour. Run in CO (MeOH). The yield is 8.0%. The reactants are B, CO, O=C(O)c1cc(F)ccc1[N+](=O)[O-], C1CCOC1. Yields the product O=[N+]([O-])c1ccc(F)cc1CO. As a reaction SMILES: [BH3:19].[CH3:20][OH:21].[F:1][c:2]1[cH:3][cH:4][c:5]([N+:11](=[O:12])[O-:13])[c:6]([C:7](=[O:8])[OH:9])[cH:10]1.[O:14]1[CH2:15][CH2:16][CH2:17][CH2:18]1>>[F:1][c:2]1[cH:3][cH:4][c:5]([N+:11](=[O:12])[O-:13])[c:6]([CH2:7][OH:8])[cH:10]1. Reactants: C(C)(C)(C)[Si](O[C@@H]1CC(C[C@H](C1)O[Si](C)(C)C(C)(C)C)=CCP(C1=CC=CC=C1)(C1=CC=CC=C1)=O)(C)C ((3R,5R)-[2-[3,5-bis-(t-butyldimethyl-silanyloxy)-cyclohexylidene]-ethyl]-diphenyl-phosphine oxide), C[C@H](CCCC=O)CCCC(C)(O[Si](C)(C)C)C ((S)-5,9-dimethyl-9-trimethylsilanyloxy-decanal), [Li]CCCC (nBuLi). Run in C1CCOC1 (THF), C1CCOC1 (THF). Run at time 20 minute. Product: C(C)(C)(C)[Si](O[C@@H]1CC(C[C@H](C1)O[Si](C)(C)C(C)(C)C)=CC=CCCC[C@H](CCCC(C)(O[Si](C)(C)C)C)C)(C)C ((R)-1-[(3R,5R)-3,5-bis-(tert-butyldimethyl-silanyloxy)-cyclohexylidene]-7,11-dimethyl-11-trimethylsilanyloxy-dodec-2-ene). Reaction SMILES: [C:1]([Si:5]([CH3:38])([CH3:37])[O:6][C@H:7]1[CH2:12][C@H:11]([O:13][Si:14]([C:17]([CH3:20])([CH3:19])[CH3:18])([CH3:16])[CH3:15])[CH2:10][C:9](=[CH:21][CH2:22]P(=O)(C2C=CC=CC=2)C2C=CC=CC=2)[CH2:8]1)([CH3:4])([CH3:3])[CH3:2].[Li]CCCC.[CH3:44][C@@H:45]([CH2:51][CH2:52][CH2:53][C:54]([CH3:61])([O:56][Si:57]([CH3:60])([CH3:59])[CH3:58])[CH3:55])[CH2:46][CH2:47][CH2:48][CH:49]=O>C1COCC1>[C:1]([Si:5]([CH3:37])([CH3:38])[O:6][C@H:7]1[CH2:12][C@H:11]([O:13][Si:14]([C:17]([CH3:20])([CH3:18])[CH3:19])([CH3:15])[CH3:16])[CH2:10][C:9](=[CH:21][CH:22]=[CH:49][CH2:48][CH2:47][CH2:46][C@@H:45]([CH3:44])[CH2:51][CH2:52][CH2:53][C:54]([CH3:61])([O:56][Si:57]([CH3:58])([CH3:60])[CH3:59])[CH3:55])[CH2:8]1)([CH3:4])([CH3:2])[CH3:3]. Procedure details: 8.55 g of carefully dried (3R,5R)-[2-[3,5-bis-(t-butyldimethyl-silanyloxy)-cyclohexylidene]-ethyl]-diphenyl-phosphine oxide (Tetrahedron Lett. 32, 7663 (1991)) was dissolved in 90 ml of abs. THF and treated at -78° with 10.9 ml of nBuLi (1.6M, hexane). After 20 minutes, 2.27 g of (S)-5,9-dimethyl-9-trimethylsilanyloxy-decanal, dissolved in a small amount of THF, was added dropwise to the deep red solution. The mixture was kept for 0.5 h at -78° and for 4 h at ambient temperature. After quenching... The reactants are C1(CCC1)CC(N)C(=O)O (3-cyclobutyl-DL-alanine), ClC(=O)OC (methyl chloroformate). Run in O (water), [OH-].[Na+] (NaOH), [OH-].[Na+] (NaOH). Conditions: temperature 0 celsius, time 2 hour. Product: COC(=O)NC(CC1CCC1)C(=O)O (Methoxycarbonyl-3-cyclobutyl-DL-alanine). Reaction SMILES: [CH:1]1([CH2:5][CH:6]([C:8]([OH:10])=[O:9])[NH2:7])[CH2:4][CH2:3][CH2:2]1.Cl[C:12]([O:14][CH3:15])=[O:13]>[OH-].[Na+].O>[CH3:15][O:14][C:12]([NH:7][CH:6]([C:8]([OH:10])=[O:9])[CH2:5][CH:1]1[CH2:4][CH2:3][CH2:2]1)=[O:13] |f:2.3|. Procedure details: 4.3 g (30 mmol) of 3-cyclobutyl-DL-alanine [A. Burger et al., J. Med. Chem. 6, 221 (1963)] is dissolved in 15 ml of 2M NaOH solution, cooled to 0° C. and simultaneously 16.5 ml of 2M NaOH solution and 2.55 ml (33 mmol) of methyl chloroformate are added with vigorous stirring. Stirring is continued at this temperature for 30 minutes and at room temperature for 2 hours. The reaction mixture is diluted with 40 ml of water, extracted with 10 ml of diethyl ether, then acidified to pH3 with 3M HCl. Th... The reactants are COC=1C=C(C=CC(=O)NC2=CC=C(C=C2)CC(=O)O)C=CC1OCCC (4-(3'-methoxy-4'-propoxycinnamoylamino)phenylacetic acid), [OH-].[Na+] (sodium hydroxide). Solvent: alcohol, CCOCC (ether). Product: COC=1C=C(C=CC(=O)NC2=CC=C(C=C2)CC(=O)[O-])C=CC1OCCC.[Na+] (sodium 4-(3'-methoxy-4'-propoxycinnamoylamino)phenylacetate). RXN SMILES: [CH3:1][O:2][C:3]1[CH:4]=[C:5]([CH:21]=[CH:22][C:23]=1[O:24][CH2:25][CH2:26][CH3:27])[CH:6]=[CH:7][C:8]([NH:10][C:11]1[CH:16]=[CH:15][C:14]([CH2:17][C:18]([OH:20])=[O:19])=[CH:13][CH:12]=1)=[O:9].[OH-].[Na+:29]>CCOCC>[CH3:1][O:2][C:3]1[CH:4]=[C:5]([CH:21]=[CH:22][C:23]=1[O:24][CH2:25][CH2:26][CH3:27])[CH:6]=[CH:7][C:8]([NH:10][C:11]1[CH:16]=[CH:15][C:14]([CH2:17][C:18]([O-:20])=[O:19])=[CH:13][CH:12]=1)=[O:9].[Na+:29] |f:1.2,4.5|. Procedure details: 184 Milligrams of 4-(3'-methoxy-4'-propoxycinnamoylamino)phenylacetic acid were dissolved in an alcohol and an equivalent amount of sodium hydroxide was added to the solution. The solution was warmed for 30 minutes. After cooling, ether was added to the solution and the precipitated crystals were collected by filtration to obtain sodium 4-(3'-methoxy-4'-propoxycinnamoylamino)phenylacetate.